From a dataset of the Open Reaction Database (ORD), a public repository of structured organic reaction records. describe an organic reaction: reactants, conditions, products, and yield The reactants are [H-].[Al+3].[Li+].[H-].[H-].[H-] (Lithium aluminium hydride), [Cl-].[Cl-].[Cl-].[Al+3] (aluminium trichloride), ClC1=C(C=CC=C1Cl)N1CCN(CC1)CCC(=O)N1CCC2=CC=CC=C12 (3-[4-(2,3-Dichlorophenyl)piperazin-1-yl]-1-(2,3-dihydro-1H-indol-1-yl)propan-1-one), ClC1=C(C=CC=C1Cl)N1CCN(CC1)CCC(=O)N1CCC2=CC=CC=C12 (3-[4-(2,3-dichlorophenyl)-piperazin-1-yl]-1-(2,3-dihydro-1H-indol-1-yl)propan-1-one). The solvent is O1CCCC1 (tetrahydrofuran), O1CCCC1 (tetrahydrofuran). Reaction conditions: temperature 5 celsius, time 30 minute. Product: Cl.ClC1=C(C=CC=C1Cl)N1CCN(CC1)CCCN1CCC2=CC=CC=C12 (1-{3-[4-(2,3-Dichlorophenyl)piperazin-1-yl]propyl}-2,3-dihydro-1H-indole, hydrochloride). RXN SMILES: [H-].[Al+3].[Li+].[H-].[H-].[H-].[Cl-].[Cl-].[Cl-].[Al+3].[Cl:11][C:12]1[C:17]([Cl:18])=[CH:16][CH:15]=[CH:14][C:13]=1[N:19]1[CH2:24][CH2:23][N:22]([CH2:25][CH2:26][C:27]([N:29]2[C:37]3[C:32](=[CH:33][CH:34]=[CH:35][CH:36]=3)[CH2:31][CH2:30]2)=O)[CH2:21][CH2:20]1>O1CCCC1>[ClH:11].[Cl:11][C:12]1[C:17]([Cl:18])=[CH:16][CH:15]=[CH:14][C:13]=1[N:19]1[CH2:24][CH2:23][N:22]([CH2:25][CH2:26][CH2:27][N:29]2[C:37]3[C:32](=[CH:33][CH:34]=[CH:35][CH:36]=3)[CH2:31][CH2:30]2)[CH2:21][CH2:20]1 |f:0.1.2.3.4.5,6.7.8.9,12.13|. Reported procedure: Lithium aluminium hydride (1.8 g) was suspended in tetrahydrofuiran (30 mL) at 0° C., and the suspension was added a solution of aluminium trichloride (1.8 g) in tetrahydrofuran (30 mL) at 0–5° C. over 15 min. To this mixture, a solution of 1a, 3-[4-(2,3-dichlorophenyl)-piperazin-1-yl]-1-(2,3-dihydro-1H-indol-1-yl)propan-1-one (5 g) in tetrahydrofuran (50 mL) was added at a temperature of 0–10° C. The resulting mixture was stirred for 30 min at 5° C. and then for 2 h at room temperature. The rea... Reactants: O=[N+]([O-])c1ccc(OCCBr)c(Cl)c1, CC1CCNCC1, ClCCl. The product is CC1CCN(CCOc2ccc([N+](=O)[O-])cc2Cl)CC1. As a reaction SMILES: [Br:1][CH2:2][CH2:3][O:4][c:5]1[c:6]([Cl:14])[cH:7][c:8]([N+:11](=[O:12])[O-:13])[cH:9][cH:10]1.[CH3:15][CH:16]1[CH2:17][CH2:18][NH:19][CH2:20][CH2:21]1.[Cl:22][CH2:23][Cl:24]>>[CH2:2]([CH2:3][O:4][c:5]1[c:6]([Cl:14])[cH:7][c:8]([N+:11](=[O:12])[O-:13])[cH:9][cH:10]1)[N:19]1[CH2:18][CH2:17][CH:16]([CH3:15])[CH2:21][CH2:20]1. Starting materials: F[B-](F)(F)F.O=[N+]=O (nitronium tetrafluoroborate), C1CCCS1(=O)=O (tetramethylene sulfone), O1C2(C1)COC1=C(OC2)C=CC=C1 (3,4-dihydro-2H-1,5-benzodioxepin-3-spiro-2'-oxirane). Reaction conditions: temperature 35 celsius, time 20 minute. Product: [N+](=O)([O-])C1=CC2=C(OCC3(OC3)CO2)C=C1 (7-Nitro-3,4-dihydro-2H-1,5-benzodioxepin-3-spiro-2'-oxirane). As a reaction SMILES: F[B-](F)(F)F.[O:6]=[N+:7]=[O:8].C1S(=O)(=O)CCC1.[O:16]1[CH2:18][C:17]21[CH2:24][O:23][C:22]1[CH:25]=[CH:26][CH:27]=[CH:28][C:21]=1[O:20][CH2:19]2>>[N+:7]([C:27]1[CH:26]=[CH:25][C:22]2[O:23][CH2:24][C:17]3([CH2:19][O:20][C:21]=2[CH:28]=1)[CH2:18][O:16]3)([O-:8])=[O:6] |f:0.1|. Procedure: A mixture of 0.11 mole of nitronium tetrafluoroborate and 60 g. tetramethylene sulfone is stirred at 10° C. and 0.1 mole of 3,4-dihydro-2H-1,5-benzodioxepin-3-spiro-2'-oxirane, prepared as described in Example 57, Step A, added during 30 minutes. The cooling bath then is removed and the mixture stirred an additional 20 minutes at 35° C., poured into ice and water, the product extracted with ether, the ether solution dried over magnesium sulfate and evaporated. The product obtained following crys... The reactants are FC1=CC=C(C=C1)[Si](CN1N=CN=C1)(C)C1=CC=C(C=C1)F (bis(4-fluorophenyl)methyl(1H-1,2,4-triazol-1-ylmethyl)silane), ether hexanes, C(CCC)[Li] (n-butyllithium), II (iodine). Solvent: C1CCOC1 (THF), CCCCCC (hexane). Reaction conditions: time 3 hour. Product: FC1=CC=C(C=C1)[Si](CN1N=CN=C1I)(C)C1=CC=C(C=C1)F (bis(4-Fluorophenyl)methyl(5-iodo-1H-1,2,4-triazol-1-ylmethyl)silane). Isolated yield 18.8%. Reaction SMILES: [F:1][C:2]1[CH:7]=[CH:6][C:5]([Si:8]([C:16]2[CH:21]=[CH:20][C:19]([F:22])=[CH:18][CH:17]=2)([CH3:15])[CH2:9][N:10]2[CH:14]=[N:13][CH:12]=[N:11]2)=[CH:4][CH:3]=1.C([Li])CCC.[I:28]I>C1COCC1.CCCCCC>[F:1][C:2]1[CH:3]=[CH:4][C:5]([Si:8]([C:16]2[CH:17]=[CH:18][C:19]([F:22])=[CH:20][CH:21]=2)([CH3:15])[CH2:9][N:10]2[C:14]([I:28])=[N:13][CH:12]=[N:11]2)=[CH:6][CH:7]=1. Reported procedure: A solution of 3.14 g (0.010 mol) of bis(4-fluorophenyl)methyl(1H-1,2,4-triazol-1-ylmethyl)silane in 15 ml of THF was lithiated as described in Example 1, using 7.1 ml (0.011 mol) of 1.55M n-butyllithium in hexane. To this solution was added 1.4 g (0.011 mol) of iodine. The reaction mixture was allowed to warm to 0°, stirred 3 hours, poured into 1:1 ether/hexanes, washed with 7% aqueous NaHCO3 and brine, dried over Na2SO4, filtered and evaporated. The crude product was flash chromatographed (5% e...